From a dataset of the Open Reaction Database (ORD), a public repository of structured organic reaction records. describe an organic reaction: reactants, conditions, products, and yield Product: [Li+].FC1=C(OC2=CC(N(C2)[C@H](C(=O)[O-])CC(C)C)=O)C=CC=C1N1CCCC1 ((S)-2-[4-(2-fluoro-3-pyrrolidin-1-yl-phenoxy)-2-oxo-2,5-dihydro-pyrrol-1-yl]-4-methyl-pentanoic acid lithium salt). Solvent: O1CCCC1 (tetrahydrofuran). Yield: 126.3%. Reported procedure: To a solution containing (S)-2-[4-(2-fluoro-3-pyrrolidin-1-yl-phenoxy)-2-oxo-2,5-dihydro-pyrrol-1-yl]-4-methyl-pentanoic acid ethyl ester (0.120 g, 0.29 mmol) in tetrahydrofuran (4 mL) was treated with an aqueous solution of lithium hydroxide monohydrate (0.5N, 1.2 mL, 0.6 mmol). The mixture was stirred at 25° C. for 2 h, and the solvents evaporated. The residue was rinsed with diethyl ether which afforded (S)-2-[4-(2-fluoro-3-pyrrolidin-1-yl-phenoxy)-2-oxo-2,5-dihydro-pyrrol-1-yl]-4-methyl-pent... Conditions: temperature 25 celsius, time 2 hour. Starting materials: C(C)OC([C@H](CC(C)C)N1C(C=C(C1)OC1=C(C(=CC=C1)N1CCCC1)F)=O)=O ((S)-2-[4-(2-fluoro-3-pyrrolidin-1-yl-phenoxy)-2-oxo-2,5-dihydro-pyrrol-1-yl]-4-methyl-pentanoic acid ethyl ester), O.[OH-].[Li+] (lithium hydroxide monohydrate). As a reaction SMILES: C([O:3][C:4](=[O:29])[C@@H:5]([N:10]1[CH2:14][C:13]([O:15][C:16]2[CH:21]=[CH:20][CH:19]=[C:18]([N:22]3[CH2:26][CH2:25][CH2:24][CH2:23]3)[C:17]=2[F:27])=[CH:12][C:11]1=[O:28])[CH2:6][CH:7]([CH3:9])[CH3:8])C.O.[OH-].[Li+:32]>O1CCCC1>[Li+:32].[F:27][C:17]1[C:18]([N:22]2[CH2:23][CH2:24][CH2:25][CH2:26]2)=[CH:19][CH:20]=[CH:21][C:16]=1[O:15][C:13]1[CH2:14][N:10]([C@@H:5]([CH2:6][CH:7]([CH3:9])[CH3:8])[C:4]([O-:29])=[O:3])[C:11](=[O:28])[CH:12]=1 |f:1.2.3,5.6|. The reactants are C1(CCCCC1)N=C=NC1CCCCC1 (dicylohexylcarbodiimide), C(C1=CC=CC=C1)OC(=O)NCC(=O)O (N-benzyloxycarbonyl glycine), NC1=CC=NC=C1 (4-aminopyridine). Solvent: CN(C=O)C (dimethylformamide), CN(C=O)C (dimethylformamide). Conditions: time 15 minute. The product is C(C1=CC=CC=C1)OC(=O)NCC(=O)NC1=CC=NC=C1 (4-[(N-benzyloxycarbonyl glycyl)amino]pyridine). Yield: 71.7%. As a reaction SMILES: [CH2:1]([O:8][C:9]([NH:11][CH2:12][C:13]([OH:15])=O)=[O:10])[C:2]1[CH:7]=[CH:6][CH:5]=[CH:4][CH:3]=1.C1(N=C=NC2CCCCC2)CCCCC1.[NH2:31][C:32]1[CH:37]=[CH:36][N:35]=[CH:34][CH:33]=1>CN(C)C=O>[CH2:1]([O:8][C:9]([NH:11][CH2:12][C:13]([NH:31][C:32]1[CH:37]=[CH:36][N:35]=[CH:34][CH:33]=1)=[O:15])=[O:10])[C:2]1[CH:3]=[CH:4][CH:5]=[CH:6][CH:7]=1. Procedure: 36 g of N-benzyloxycarbonyl glycine was dissolved in 400 ml of dimethylformamide and the solution was cooled to -8° C., to which 56.8 g of dicylohexylcarbodiimide dissolved in 50 ml of dimethylformamide was added while maintaining the temperature at -8° to -6° C. After stirring at -6° to -3° C. for 15 minutes, 17 g of 4-aminopyridine was added at -3° to -1° C. The reaction liquid was allowed to stand so as to rise its temperature to room temperature over 2 hours and stirred at room temperature o... Reactants: O=C([O-])[O-], COc1ccc(Cn2cc(-c3nc(Nc4ccccn4)cs3)c(C(F)(F)F)n2)cc1, O=C(O)C(F)(F)F, [Na+], [Na+]. Yields the product FC(F)(F)c1n[nH]cc1-c1nc(Nc2ccccn2)cs1. Reaction SMILES: [C:31](=[O:32])([O-:33])[O-:34].[CH3:1][O:2][c:3]1[cH:4][cH:5][c:6]([CH2:7][n:8]2[n:9][c:10]([C:25]([F:26])([F:27])[F:28])[c:11](-[c:13]3[s:14][cH:15][c:16]([NH:18][c:19]4[n:20][cH:21][cH:22][cH:23][cH:24]4)[n:17]3)[cH:12]2)[cH:29][cH:30]1.[F:37][C:38]([F:39])([F:40])[C:41]([OH:42])=[O:43].[Na+:35].[Na+:36]>>[nH:8]1[n:9][c:10]([C:25]([F:26])([F:27])[F:28])[c:11](-[c:13]2[s:14][cH:15][c:16]([NH:18][c:19]3[n:20][cH:21][cH:22][cH:23][cH:24]3)[n:17]2)[cH:12]1. Reactants: C1(C=2C(C(=O)O1)=CC=CC2)=O (phthalic anhydride), Cl.NC=1C(=NC(=CC1)OC)OC (3-amino-2,6-dimethoxypyridine monohydrochloride), C(C)(=O)[O-].[Na+] (sodium acetate). The solvent is C(C)(=O)O (acetic acid). The product is O=C1N(C(C2=CC=CC=C12)=O)C=1C(=NC(=CC1)OC)OC (1,3-Dioxo-2-(2,6-dimethoxypyridin-3-yl)-isoindoline). RXN SMILES: [C:1]1(=[O:11])[O:6][C:4](=O)[C:3]2=[CH:7][CH:8]=[CH:9][CH:10]=[C:2]12.Cl.[NH2:13][C:14]1[C:15]([O:22][CH3:23])=[N:16][C:17]([O:20][CH3:21])=[CH:18][CH:19]=1.C([O-])(=O)C.[Na+]>C(O)(=O)C>[O:11]=[C:1]1[C:2]2[C:3](=[CH:7][CH:8]=[CH:9][CH:10]=2)[C:4](=[O:6])[N:13]1[C:14]1[C:15]([O:22][CH3:23])=[N:16][C:17]([O:20][CH3:21])=[CH:18][CH:19]=1 |f:1.2,3.4|. Procedure details: 1,3-Dioxo-2-(2,6-dimethoxypyridin-3-yl)-isoindoline (5) was prepared and isolated as follows. A mixture of phthalic anhydride (0.89 g, 6 mmol), 3-amino-2,6-dimethoxypyridine monohydrochloride (95%, 1 g, 5 mmol) and sodium acetate (0.49 g, 6 mmol) in glacial acetic acid (50 ml) was refluxed for 3 h. The solvent was removed under vacuum. The residue was dissolved in dichloromethane (200 ml) and washed with water (100 ml×3), dried over Na2SO4 and concentrated to give the crude product. The crude pr... The product is COC(=O)c1cc2c([nH]1)CCC2Cc1ccc(F)c(Cl)c1. As a reaction SMILES: [Cl-:14].[Cl:15][c:16]1[cH:17][c:18]([CH2:19][Mg+:20])[cH:21][cH:22][c:23]1[F:24].[O:1]=[C:2]1[CH2:3][CH2:4][c:5]2[nH:6][c:7]([C:10](=[O:11])[O:12][CH3:13])[cH:8][c:9]21>>[CH:2]1([CH2:19][c:18]2[cH:17][c:16]([Cl:15])[c:23]([F:24])[cH:22][cH:21]2)[CH2:3][CH2:4][c:5]2[nH:6][c:7]([C:10](=[O:11])[O:12][CH3:13])[cH:8][c:9]21. The reactants are [Cl-], Fc1ccc(C[Mg+])cc1Cl, COC(=O)c1cc2c([nH]1)CCC2=O. Reactants: CN(C)c1ccccc1, CN(C)C=O, O=P(Cl)(Cl)Cl. Yields the product CN(C)c1ccc(C=O)cc1. Reaction SMILES: [CH3:1][N:2]([c:3]1[cH:4][cH:5][cH:6][cH:7][cH:8]1)[CH3:9].[O:15]=[CH:16][N:17]([CH3:18])[CH3:19].[P:10]([Cl:11])([Cl:12])([Cl:13])=[O:14]>>[CH3:1][N:2]([c:3]1[cH:4][cH:5][c:6]([CH:16]=[O:15])[cH:7][cH:8]1)[CH3:9]. Starting materials: C(C1=CC=CC=C1)(=O)SCCC(=O)N1[C@@H](CCC2=CC=CC=C12)C(=O)O ((S)(-)-(3-Benzoylthio-1-oxopropyl)-1,2,3,4-tetrahydro-2-quinolinecarboxylic acid), [OH-].[NH4+] (ammonium hydroxide), [OH-].[NH4+] (ammonium hydroxide). Solvent: O (water), O (water). Reaction conditions: time 3 hour. The product is SCCC(=O)N1[C@@H](CCC2=CC=CC=C12)C(=O)O ((S)(-)-1,2,3,4-tetrahydro-1-(3-mercapto-1-oxopropyl)-2-quinolinecarboxylic acid). As a reaction SMILES: C([S:9][CH2:10][CH2:11][C:12]([N:14]1[C:23]2[C:18](=[CH:19][CH:20]=[CH:21][CH:22]=2)[CH2:17][CH2:16][C@H:15]1[C:24]([OH:26])=[O:25])=[O:13])(=O)C1C=CC=CC=1.[OH-].[NH4+]>O>[SH:9][CH2:10][CH2:11][C:12]([N:14]1[C:23]2[C:18](=[CH:19][CH:20]=[CH:21][CH:22]=2)[CH2:17][CH2:16][C@H:15]1[C:24]([OH:26])=[O:25])=[O:13] |f:1.2|. Procedure details: (S)(-)-(3-Benzoylthio-1-oxopropyl)-1,2,3,4-tetrahydro-2-quinolinecarboxylic acid (3 g), concentrated ammonium hydroxide (18 ml), and water (36 ml) were combined and stirred at 40°-45° under nitrogen for three hours. After this time, another portion of concentrated ammonium hydroxide (6 ml) was added and the solution was heated at 40°-45° for an additional three hours under nitrogen. The reaction mixture was then diluted with water (100 ml) and extracted well with ethyl acetate. The aqueous phase...